From a dataset of the Open Reaction Database (ORD), a public repository of structured organic reaction records. describe an organic reaction: reactants, conditions, products, and yield Starting materials: CN(C=O)C (N,N-Dimethylformamide), C([O-])([O-])=O.[K+].[K+] (potassium carbonate), CON=C(C1=C(C=CC=C1)COC1=C(C=CC(=C1)C)C)C1=NN=NN1 (2-(2,5-dimethylphenoxymethyl)phenyl 1H-tetrazol-5-yl ketone O-methyloxime), S(=O)(=O)(OC)OC (dimethyl sulfate). Run in CCOCC (ether). Run at time 5 minute. Product: CON=C(C1=C(C=CC=C1)COC1=C(C=CC(=C1)C)C)C1=NN=NN1C (2-(2,5-dimethylphenoxymethyl)phenyl 1-methyl-1H-tetrazol-5-yl ketone O-methyloxime), CON=C(C1=C(C=CC=C1)COC1=C(C=CC(=C1)C)C)C=1N=NN(N1)C (2-(2,5-dimethylphenoxymethyl)phenyl 2-methyl-2H-tetrazol-5-yl ketone O-methyloxime). The yield is 19.0%. As a reaction SMILES: [CH3:1][N:2]([CH3:5])C=O.C(=O)([O-])[O-].[K+].[K+].[CH3:12][O:13][N:14]=[C:15]([C:32]1[NH:36][N:35]=[N:34][N:33]=1)[C:16]1[CH:21]=[CH:20][CH:19]=[CH:18][C:17]=1[CH2:22][O:23][C:24]1[CH:29]=[C:28]([CH3:30])[CH:27]=[CH:26][C:25]=1[CH3:31].S(OC)(OC)(=O)=O>CCOCC>[CH3:12][O:13][N:14]=[C:15]([C:32]1[N:36]([CH3:1])[N:35]=[N:34][N:33]=1)[C:16]1[CH:21]=[CH:20][CH:19]=[CH:18][C:17]=1[CH2:22][O:23][C:24]1[CH:29]=[C:28]([CH3:30])[CH:27]=[CH:26][C:25]=1[CH3:31].[CH3:12][O:13][N:14]=[C:15]([C:32]1[N:33]=[N:34][N:2]([CH3:5])[N:36]=1)[C:16]1[CH:21]=[CH:20][CH:19]=[CH:18][C:17]=1[CH2:22][O:23][C:24]1[CH:29]=[C:28]([CH3:30])[CH:27]=[CH:26][C:25]=1[CH3:31] |f:1.2.3|. Procedure: N,N-Dimethylformamide (3 ml) and potassium carbonate (0.33 g, 2.4 mmol) were added to 2-(2,5-dimethylphenoxymethyl)phenyl 1H-tetrazol-5-yl ketone O-methyloxime (0.40 g, 1.2 mmol), and the mixture was stirred at room temperature for 5 minutes. Then, dimethyl sulfate (0.23 g, 1.8 mmol) was added under ice-cooling, and the mixture was stirred at room temperature overnight. After completion of the reaction, ether (150 ml) was added, and the mixture was washed with brine (50 ml) twice. The ether laye... Starting materials: [OH-].[Na+] (sodium hydroxide), Cl.FC1=C(N)C(=C(C(=C1F)F)F)F (2,3,4,5,6-pentafluoroaniline hydrochloride), C1(CC1)NC(=N)NC#N (1-cyclopropyl-3-cyanoguanidine). Solvent: O (water). Yields the product [NH4+].[OH-] (NH4OH), FC1=C(C(=C(C(=C1F)F)F)F)NC(=N)NC(=N)NC1CC1 (1-(2,3,4,5,6-pentafluorophenyl)-5-cyclopropylbiguanide). As a reaction SMILES: Cl.[F:2][C:3]1[C:9]([F:10])=[C:8]([F:11])[C:7]([F:12])=[C:6]([F:13])[C:4]=1[NH2:5].[CH:14]1([NH:17][C:18]([NH:20][C:21]#[N:22])=[NH:19])[CH2:16][CH2:15]1.[OH-:23].[Na+]>O>[NH4+:5].[OH-:23].[F:2][C:3]1[C:9]([F:10])=[C:8]([F:11])[C:7]([F:12])=[C:6]([F:13])[C:4]=1[NH:5][C:21]([NH:20][C:18]([NH:17][CH:14]1[CH2:16][CH2:15]1)=[NH:19])=[NH:22] |f:0.1,3.4,6.7|. Reported procedure: A mixture of 7.0 g (0.035 mole) of 2,3,4,5,6-pentafluoroaniline hydrochloride and 4.4 g (0.035 mole) of 1-cyclopropyl-3-cyanoguanidine is heated at a melt for 11/2 hours. The mixture is then cooled, heated with 25 ml of water until solution and then made alkaline with 40% sodium hydroxide. The solution is extracted with ether and dried over potassium carbonate and evaporated to dryness. The residue is chromatogramed on silica gel using isopropanol:NH4OH to obtain 1-(2,3,4,5,6-pentafluorophenyl)-... Reactants: C1(=CC=CC=C1)C(C(=O)Cl)C1=CC=CC=C1 (2,2-diphenylacetic acid chloride), C1(CC1)CC1=NN=C(O1)N (5-cyclopropylmethyl-[1,3,4]oxadiazol-2-ylamine). The product is C1(CC1)CC1=NN=C(O1)NC(C(C1=CC=CC=C1)C1=CC=CC=C1)=O (N-(5-Cyclopropylmethyl-[1,3,4]oxadiazol-2-yl)-2,2-diphenyl-acetamide). Reaction SMILES: [C:1]1([CH:7]([C:11]2[CH:16]=[CH:15][CH:14]=[CH:13][CH:12]=2)[C:8](Cl)=[O:9])[CH:6]=[CH:5][CH:4]=[CH:3][CH:2]=1.[CH:17]1([CH2:20][C:21]2[O:25][C:24]([NH2:26])=[N:23][N:22]=2)[CH2:19][CH2:18]1>>[CH:17]1([CH2:20][C:21]2[O:25][C:24]([NH:26][C:8](=[O:9])[CH:7]([C:11]3[CH:16]=[CH:15][CH:14]=[CH:13][CH:12]=3)[C:1]3[CH:6]=[CH:5][CH:4]=[CH:3][CH:2]=3)=[N:23][N:22]=2)[CH2:19][CH2:18]1. Reported procedure: The title compound, white solid, m.p. 158-159° C. and MS: m/e=334.3 (M+H+) was prepared in accordance with the general method of example 44a from 2,2-diphenylacetic acid chloride and 5-cyclopropylmethyl-[1,3,4]oxadiazol-2-ylamine. The reactants are CC1=C(C=CC=C1)C(C)=O (2'-methylacetophenone), C[Si](C)(C)[N-][Si](C)(C)C.[Li+] (lithium bis(trimethylsilyl)amide), Cl[Si](C)(C)C (chlorotrimethylsilane), diethyl ester, C1(=CC=CC=C1)CSC(C(=O)O)C(=O)O ([(phenylmethyl)thio]propanedioic acid). Run in C1CCOC1 (THF). Product: OC1=C(C(OC(=C1)C1=C(C=CC=C1)C)=O)SCC1=CC=CC=C1 (4-Hydroxy-6-(2-methylphenyl)-3-[(phenylmethyl)thio]-2H-pyran-2-one). RXN SMILES: [CH3:1][C:2]1[CH:7]=[CH:6][CH:5]=[CH:4][C:3]=1[C:8](=[O:10])[CH3:9].C[Si]([N-][Si](C)(C)C)(C)C.[Li+].Cl[Si](C)(C)C.[C:26]1([CH2:32][S:33][CH:34]([C:38](O)=[O:39])[C:35](O)=[O:36])[CH:31]=[CH:30][CH:29]=[CH:28][CH:27]=1>C1COCC1>[OH:39][C:38]1[CH:9]=[C:8]([C:3]2[CH:4]=[CH:5][CH:6]=[CH:7][C:2]=2[CH3:1])[O:10][C:35](=[O:36])[C:34]=1[S:33][CH2:32][C:26]1[CH:31]=[CH:30][CH:29]=[CH:28][CH:27]=1 |f:1.2|. Procedure: The title compound was prepared by Method A using 2'-methylacetophenone (0.712 g, 5.31 mmol), lithium bis(trimethylsilyl)amide (0.977 g, 5.84 mmol), chlorotrimethylsilane (0.741 mL, 5.84 mmol), THF (58 mL), and diethyl ester of [(phenylmethyl)thio]propanedioic acid (1.00 g, 3.54 mmol). 1H NMR (400 MHz, DMSO-d6) δ2.34 (s, 3 H), 4.01 (s, 2 H), 6.32 (s, 1 H), 7.32 (m, 9H). Reactants: CN(CCCC(=O)C1=C(C=CC(=C1)F)S(=O)(=O)NC1=CC=C2C3C(COC2=C1C(=O)OC)C3)C (methyl (1aRS,7bSR)-5-[2-(4-dimethylaminobutyryl)-4-fluorobenzenesulfonyl-amino]-1,1a,2,7b-tetrahydrocyclopropa[c]chromene-4-carboxylate), CN(CCCC(=O)C1=C(C=CC(=C1)F)S(=O)(=O)NC1=CC=C2C3C(COC2=C1C(=O)OC)C3)C (methyl (1aRS,7bSR)-5-[2-(4-dimethylaminobutyryl)-4-fluorobenzenesulfonyl-amino]-1,1a,2,7b-tetrahydrocyclopropa[c]chromene-4-carboxylate), C([O-])([O-])=O.[K+].[K+] (potassium carbonate), N1N=C(C=C1)N (1H-pyrazole-3-amine), [I-].[Li+] (lithium iodide), CN(C)C=O (DMF). Run in C(=O)O (formic acid), CO (methanol). Product: CN(C(CC(=O)C1=C(C=CC(=C1)F)S(=O)(=O)NC1=CC=C2C3C(COC2=C1C(=O)O)C3)C)C ((1aRS,7bSR)-5-[2-(3-dimethylaminobutyryl)-4-fluorobenzenesulfonyl-amino]-1,1a,2,7b-tetrahydrocyclopropa-[c]chromene-4-carboxylic acid). RXN SMILES: CN(C)CC[CH2:5][C:6]([C:8]1[CH:13]=[C:12]([F:14])[CH:11]=[CH:10][C:9]=1[S:15]([NH:18][C:19]1[C:28]([C:29]([O:31]C)=[O:30])=[C:27]2[C:22]([CH:23]3[CH2:33][CH:24]3[CH2:25][O:26]2)=[CH:21][CH:20]=1)(=[O:17])=[O:16])=[O:7].C(=O)([O-])[O-].[K+].[K+].N1C=C[C:43](N)=N1.[I-].[Li+].[CH3:49][N:50]([CH:52]=O)[CH3:51]>CO.C(O)=O>[CH3:51][N:50]([CH3:49])[CH:52]([CH3:43])[CH2:5][C:6]([C:8]1[CH:13]=[C:12]([F:14])[CH:11]=[CH:10][C:9]=1[S:15]([NH:18][C:19]1[C:28]([C:29]([OH:31])=[O:30])=[C:27]2[C:22]([CH:23]3[CH2:33][CH:24]3[CH2:25][O:26]2)=[CH:21][CH:20]=1)(=[O:17])=[O:16])=[O:7] |f:1.2.3,5.6|. Procedure: A mixture of methyl (1aRS,7bSR)-5-[2-(4-dimethylaminobutyryl)-4-fluorobenzenesulfonyl-amino]-1,1a,2,7b-tetrahydrocyclopropa[c]chromene-4-carboxylate (Intermediate 108, 0.2 g), potassium carbonate (0.22 g), 1H-pyrazole-3-amine (0.34 g) and lithium iodide (1.07 g) in DMF (10 mL) was irradiated in the microwave at 150° C. for 1 hour. After cooling, the mixture was diluted with methanol and acidified to pH 3 with formic acid then concentrated under vacuum. The residue was purified by chromatography ...